This data is from the Open Reaction Database (ORD), a public repository of structured organic reaction records. The task is: describe an organic reaction: reactants, conditions, products, and yield Reactants: O=C(NC1CC1)c1ccc(F)c(Br)c1, O=C([O-])[O-], C=CCC(OCC)OCC, CCO, CCOC(C)=O, B1C2CCCC1CCC2, [Na+], [Na+], c1ccccc1, c1ccc(P(c2ccccc2)(c2ccccc2)[Pd](P(c2ccccc2)(c2ccccc2)c2ccccc2)(P(c2ccccc2)(c2ccccc2)c2ccccc2)P(c2ccccc2)(c2ccccc2)c2ccccc2)cc1. Yields the product CCOC(CCCc1cc(C(=O)NC2CC2)ccc1F)OCC. Reaction SMILES: [Br:26][c:27]1[cH:28][c:29]([C:30](=[O:31])[NH:32][CH:33]2[CH2:34][CH2:35]2)[cH:36][cH:37][c:38]1[F:39].[C:20](=[O:21])([O-:22])[O-:23].[CH2:1]([CH3:2])[O:3][CH:4]([CH2:5][CH:6]=[CH2:7])[O:8][CH2:9][CH3:10].[CH3:123][CH2:124][OH:125].[CH3:40][CH2:41][O:42][C:43](=[O:44])[CH3:45].[CH:11]12[CH2:12][CH2:13][CH2:14][CH:15]([BH:16]1)[CH2:17][CH2:18][CH2:19]2.[Na+:24].[Na+:25].[cH:126]1[cH:127][cH:128][cH:129][cH:130][cH:131]1.[cH:46]1[cH:47][cH:48][c:49]([P:50]([Pd:51]([P:52]([c:53]2[cH:54][cH:55][cH:56][cH:57][cH:58]2)([c:59]2[cH:60][cH:61][cH:62][cH:63][cH:64]2)[c:65]2[cH:66][cH:67][cH:68][cH:69][cH:70]2)([P:71]([c:72]2[cH:73][cH:74][cH:75][cH:76][cH:77]2)([c:78]2[cH:79][cH:80][cH:81][cH:82][cH:83]2)[c:84]2[cH:85][cH:86][cH:87][cH:88][cH:89]2)[P:90]([c:91]2[cH:92][cH:93][cH:94][cH:95][cH:96]2)([c:97]2[cH:98][cH:99][cH:100][cH:101][cH:102]2)[c:103]2[cH:104][cH:105][cH:106][cH:107][cH:108]2)([c:109]2[cH:110][cH:111][cH:112][cH:113][cH:114]2)[c:115]2[cH:116][cH:117][cH:118][cH:119][cH:120]2)[cH:121][cH:122]1>>[CH2:1]([CH3:2])[O:3][CH:4]([CH2:5][CH2:6][CH2:7][c:27]1[cH:28][c:29]([C:30](=[O:31])[NH:32][CH:33]2[CH2:34][CH2:35]2)[cH:36][cH:37][c:38]1[F:39])[O:8][CH2:9][CH3:10]. The reactants are Cl(=O)(=O)(=O)[O-].CC1=CC(=[O+]C(=C1)C1=CC=CC=C1)C1=CC=CC=C1 (4-methyl-2,6-diphenylpyrylium perchlorate), C(=O)(O)C1=C(C=O)C=CC=C1 (carboxybenzaldehyde), C(C)(=O)O (acetic acid). The reagents and catalysts are Cl(=O)(=O)(=O)O (perchloric acid). The product is Cl(=O)(=O)(=O)[O-].C(=O)(O)C1=CC=C(C=CC2=CC(=[O+]C(=C2)C2=CC=CC=C2)C2=CC=CC=C2)C=C1 (4-(4-carboxystyryl)-2,6-diphenylpyrylium perchlorate). RXN SMILES: [Cl:1]([O-:5])(=[O:4])(=[O:3])=[O:2].[CH3:6][C:7]1[CH:12]=[C:11]([C:13]2[CH:18]=[CH:17][CH:16]=[CH:15][CH:14]=2)[O+:10]=[C:9]([C:19]2[CH:24]=[CH:23][CH:22]=[CH:21][CH:20]=2)[CH:8]=1.[C:25]([C:28]1[CH:35]=[CH:34][CH:33]=[CH:32][C:29]=1C=O)([OH:27])=[O:26].[C:36](O)(=O)C>Cl(O)(=O)(=O)=O>[Cl:1]([O-:5])(=[O:4])(=[O:3])=[O:2].[C:25]([C:28]1[CH:29]=[CH:32][C:33]([CH:36]=[CH:6][C:7]2[CH:8]=[C:9]([C:19]3[CH:24]=[CH:23][CH:22]=[CH:21][CH:20]=3)[O+:10]=[C:11]([C:13]3[CH:18]=[CH:17][CH:16]=[CH:15][CH:14]=3)[CH:12]=2)=[CH:34][CH:35]=1)([OH:27])=[O:26] |f:0.1,5.6|. Reported procedure: A mixture solution of the compound b (4.3 g), carboxybenzaldehyde (2 g), 70% perchloric acid (one drop), and acetic acid (10 ml) was refluxed for one hour. The precipitant was collected and recrystallized with a mixture solvent of ethanol and ether to obtain 4-(4-carboxystyryl)-2,6-diphenylpyrylium perchlorate (compound d).